From a dataset of the Open Reaction Database (ORD), a public repository of structured organic reaction records. describe an organic reaction: reactants, conditions, products, and yield The reactants are C(C)OC1=CC=CC2=C1C(CO2)=O (4-ethoxy-benzofuran-3-one), C(C)(=O)[O-].[Na+] (sodium acetate), Cl.NO (hydroxylamine hydrochloride). Solvent: C(C)O (ethanol), O (water). Run at temperature 23 celsius. Product: C(C)OC1=CC=CC2=C1C(CO2)=NO (4-Ethoxy-benzofuran-3-one oxime). Isolated yield 93.0%. Reaction SMILES: [CH2:1]([O:3][C:4]1[C:9]2[C:10](=O)[CH2:11][O:12][C:8]=2[CH:7]=[CH:6][CH:5]=1)[CH3:2].C([O-])(=O)C.[Na+].Cl.[NH2:20][OH:21]>C(O)C.O>[CH2:1]([O:3][C:4]1[C:9]2[C:10](=[N:20][OH:21])[CH2:11][O:12][C:8]=2[CH:7]=[CH:6][CH:5]=1)[CH3:2] |f:1.2,3.4|. Procedure: A mixture of 4-ethoxy-benzofuran-3-one (CAS no: 7169-36-0) (4.18 g, 23.5 mmol), sodium acetate (3.96 g, 48.3 mmol) and hydroxylamine hydrochloride (3.34 g, 48.1 mmol) in ethanol (30 mL) was refluxed for 16 h. Cooled to 23° C., diluted with water (50 mL), filtered the precipitate off, washed with water, ethanol and diethyl ether and dried in high vacuum to give the title compound as a white solid (4.2 g, 93%); MS: m/e=194.3 (M+H+).